Dataset: the Open Reaction Database (ORD), a public repository of structured organic reaction records. Task: describe an organic reaction: reactants, conditions, products, and yield Starting materials: CCc1c[nH]c2nccc(Oc3ccc(N)cc3F)c12, Nc1nc(Cl)cc(C(F)(F)F)n1, Cl, [Na+], [OH-], O. Yields the product CCc1c[nH]c2nccc(Oc3ccc(Nc4cc(C(F)(F)F)nc(N)n4)cc3F)c12. As a reaction SMILES: [CH2:1]([CH3:2])[c:3]1[cH:4][nH:5][c:6]2[n:7][cH:8][cH:9][c:10]([O:12][c:13]3[c:14]([F:20])[cH:15][c:16]([NH2:17])[cH:18][cH:19]3)[c:11]12.[Cl:22][c:23]1[n:24][c:25]([NH2:33])[n:26][c:27]([C:29]([F:30])([F:31])[F:32])[cH:28]1.[ClH:21].[Na+:35].[OH-:34].[OH2:36]>>[CH2:1]([CH3:2])[c:3]1[cH:4][nH:5][c:6]2[n:7][cH:8][cH:9][c:10]([O:12][c:13]3[c:14]([F:20])[cH:15][c:16]([NH:17][c:23]4[n:24][c:25]([NH2:33])[n:26][c:27]([C:29]([F:30])([F:31])[F:32])[cH:28]4)[cH:18][cH:19]3)[c:11]12. The reactants are BrC1=CC(=C(CC2C(N(CCC2)C2CCCCC2)=O)C=C1)Cl (3-(4-bromo-2-chloro-benzyl)-1-cyclohexyl-piperidin-2-one), NC1=CC=CC=C1 (aniline). Product: ClC1=C(CC2C(N(CC2)C2CCCCC2)=O)C=CC(=C1)NC1=CC=CC=C1 (3-(2-Chloro-4-phenylamino-benzyl)-1-cyclohexyl-pyrrolidin-2-one). Isolated yield 61.0%. Reaction SMILES: Br[C:2]1[CH:21]=[CH:20][C:5]([CH2:6][CH:7]2[CH2:12][CH2:11]C[N:9]([CH:13]3[CH2:18][CH2:17][CH2:16][CH2:15][CH2:14]3)[C:8]2=[O:19])=[C:4]([Cl:22])[CH:3]=1.[NH2:23][C:24]1[CH:29]=[CH:28][CH:27]=[CH:26][CH:25]=1>>[Cl:22][C:4]1[CH:3]=[C:2]([NH:23][C:24]2[CH:29]=[CH:28][CH:27]=[CH:26][CH:25]=2)[CH:21]=[CH:20][C:5]=1[CH2:6][CH:7]1[CH2:12][CH2:11][N:9]([CH:13]2[CH2:14][CH2:15][CH2:16][CH2:17][CH2:18]2)[C:8]1=[O:19]. Reported procedure: Prepare essentially as described in Example 228, using 3-(4-bromo-2-chloro-benzyl)-1-cyclohexyl-piperidin-2-one and aniline. Evaporate the crude reaction mixture and purify by chromatography on silica gel to give the title compound (127 mg, 61%). MS (ES+) m/z=383 (M+H)+.